From a dataset of the Open Reaction Database (ORD), a public repository of structured organic reaction records. describe an organic reaction: reactants, conditions, products, and yield Product: CC1(C)CC(N2CCCCCC2=O)CC(C)(C)N1CCO. RXN SMILES: [CH2:1]1[CH2:2][O:3]1.[CH3:22][N:23]([CH3:24])[CH:25]=[O:26].[CH3:4][C:5]1([CH3:21])[NH:6][C:7]([CH3:19])([CH3:20])[CH2:8][CH:9]([N:11]2[C:12](=[O:18])[CH2:13][CH2:14][CH2:15][CH2:16][CH2:17]2)[CH2:10]1>>[CH2:1]([CH2:2][OH:3])[N:6]1[C:5]([CH3:4])([CH3:21])[CH2:10][CH:9]([N:11]2[C:12](=[O:18])[CH2:13][CH2:14][CH2:15][CH2:16][CH2:17]2)[CH2:8][C:7]1([CH3:19])[CH3:20]. Starting materials: C1CO1, CN(C)C=O, CC1(C)CC(N2CCCCCC2=O)CC(C)(C)N1. The reactants are Cl.ClCCN (2-chloroethylamine hydrochloride), [OH-].[Na+] (sodium hydroxide), FC1=CC=C(C(=O)Cl)C=C1 (4-fluorobenzoyl chloride). The solvent is O (water). Run at temperature 0 celsius. Yields the product C(C1=CC=CC=C1)(=O)N (benzamide). Reaction SMILES: [OH-].[Na+].Cl.ClCC[NH2:7].F[C:9]1[CH:17]=[CH:16][C:12]([C:13](Cl)=[O:14])=[CH:11][CH:10]=1>O>[C:13]([NH2:7])(=[O:14])[C:12]1[CH:16]=[CH:17][CH:9]=[CH:10][CH:11]=1 |f:0.1,2.3|. Procedure details: In a 1 L round bottom flask, 50.4 g sodium hydroxide (1.26 mol) was dissolved in 500 mL water (˜10% solution). 66.6 g (0.574 mol) 2-chloroethylamine hydrochloride was then added and the solution stirred in an ice bath at 0° C. until the salt was completely dissolved. 100 g (0.631 mol) 4-fluorobenzoyl chloride was then added dropwise via an addition funnel into the vigorously stirred solution. After addition, the solution stirred at 0° C. for 1 hour followed by stirring at room temperature for 1 ... The reactants are CN(C)c1ccncc1, O=S(=O)(Cl)c1ccc(OC(F)(F)F)cc1Cl, ClCCl, COC(=O)c1sccc1N, c1ccncc1. Yields the product COC(=O)c1sccc1NS(=O)(=O)c1ccc(OC(F)(F)F)cc1Cl. As a reaction SMILES: [CH3:33][N:34]([CH3:35])[c:36]1[cH:37][cH:38][n:39][cH:40][cH:41]1.[Cl:1][c:2]1[c:3]([S:13](=[O:14])(=[O:15])[Cl:16])[cH:4][cH:5][c:6]([O:8][C:9]([F:10])([F:11])[F:12])[cH:7]1.[Cl:42][CH2:43][Cl:44].[NH2:17][c:18]1[c:19]([C:23](=[O:24])[O:25][CH3:26])[s:20][cH:21][cH:22]1.[cH:27]1[cH:28][cH:29][n:30][cH:31][cH:32]1>>[Cl:1][c:2]1[c:3]([S:13](=[O:14])(=[O:15])[NH:17][c:18]2[c:19]([C:23](=[O:24])[O:25][CH3:26])[s:20][cH:21][cH:22]2)[cH:4][cH:5][c:6]([O:8][C:9]([F:10])([F:11])[F:12])[cH:7]1. Reactants: CC(CC(O)C(Cc1ccccc1)NC(=O)c1cc(-c2ccccc2)cc(N2CCCC2=O)c1)C(=O)NCCC(C)(C)C, O=C(O)c1cc(OC2CCC2)cc(N2CCCC2=O)c1, CC(CC(O)C(N)Cc1ccccc1)C(=O)NC1CC2CCC1C2. Product: CC(CC(O)C(Cc1ccccc1)NC(=O)c1cc(OC2CCC2)cc(N2CCCC2=O)c1)C(=O)NC1CC2CCC1C2. Reaction SMILES: [CH2:1]([CH:2]([NH:3][C:4](=[O:5])[c:6]1[cH:7][c:8](-[c:9]2[cH:10][cH:11][cH:12][cH:13][cH:14]2)[cH:15][c:16]([N:17]2[CH2:18][CH2:19][CH2:20][C:21]2=[O:22])[cH:23]1)[CH:24]([OH:25])[CH2:26][CH:27]([C:28](=[O:29])[NH:30][CH2:31][CH2:32][C:33]([CH3:34])([CH3:35])[CH3:36])[CH3:37])[c:38]1[cH:39][cH:40][cH:41][cH:42][cH:43]1.[CH:44]1([O:48][c:49]2[cH:50][c:51]([C:52](=[O:53])[OH:54])[cH:55][c:56]([N:58]3[C:59](=[O:63])[CH2:60][CH2:61][CH2:62]3)[cH:57]2)[CH2:45][CH2:46][CH2:47]1.[CH:64]12[CH:65]([NH:71][C:72]([CH:73]([CH2:74][CH:75]([CH:76]([CH2:77][c:78]3[cH:79][cH:80][cH:81][cH:82][cH:83]3)[NH2:84])[OH:85])[CH3:86])=[O:87])[CH2:66][CH:67]([CH2:68][CH2:69]1)[CH2:70]2>>[CH:44]1([O:48][c:49]2[cH:50][c:51]([C:52](=[O:54])[NH:84][CH:76]([CH:75]([CH2:74][CH:73]([C:72]([NH:71][CH:65]3[CH:64]4[CH2:69][CH2:68][CH:67]([CH2:66]3)[CH2:70]4)=[O:87])[CH3:86])[OH:85])[CH2:77][c:78]3[cH:79][cH:80][cH:81][cH:82][cH:83]3)[cH:55][c:56]([N:58]3[C:59](=[O:63])[CH2:60][CH2:61][CH2:62]3)[cH:57]2)[CH2:45][CH2:46][CH2:47]1. Yields the product O=C(Cc1ccc(F)cc1)NC(=O)Nc1ccc(Oc2ccnc(NC(=O)N3CCN(CCN4CCC4)CC3)c2)cc1. Reactants: CN(C)C=O, CCOC(C)=O, CCOCC, CCCCCC, O=C=NC(=O)Cc1ccc(F)cc1, Nc1ccc(Oc2ccnc(NC(=O)N3CCN(CCN4CCC4)CC3)c2)cc1. As a reaction SMILES: [CH3:43][N:44]([CH3:45])[CH:46]=[O:47].[CH3:48][CH2:49][O:50][C:51](=[O:52])[CH3:53].[CH3:54][CH2:55][O:56][CH2:57][CH3:58].[CH3:59][CH2:60][CH2:61][CH2:62][CH2:63][CH3:64].[F:30][c:31]1[cH:32][cH:33][c:34]([CH2:37][C:38](=[O:39])[N:40]=[C:41]=[O:42])[cH:35][cH:36]1.[NH2:1][c:2]1[cH:3][cH:4][c:5]([O:6][c:7]2[cH:8][c:9]([NH:13][C:14](=[O:15])[N:16]3[CH2:17][CH2:18][N:19]([CH2:22][CH2:23][N:24]4[CH2:25][CH2:26][CH2:27]4)[CH2:20][CH2:21]3)[n:10][cH:11][cH:12]2)[cH:28][cH:29]1>>[NH:1]([c:2]1[cH:3][cH:4][c:5]([O:6][c:7]2[cH:8][c:9]([NH:13][C:14](=[O:15])[N:16]3[CH2:17][CH2:18][N:19]([CH2:22][CH2:23][N:24]4[CH2:25][CH2:26][CH2:27]4)[CH2:20][CH2:21]3)[n:10][cH:11][cH:12]2)[cH:28][cH:29]1)[C:41]([NH:40][C:38]([CH2:37][c:34]1[cH:33][cH:32][c:31]([F:30])[cH:36][cH:35]1)=[O:39])=[O:42]. Reactants: IC1=C(C=CC(=C1)C(C)(CC(C)(C)C)C)OCOC (2-iodo-1-(methoxymethoxy)-4-(2,4,4-trimethylpentan-2-yl)benzene), C1=CC=CC=2C3=CC=CC=C3NC12 (carbazole), [O-]P(=O)([O-])[O-].[K+].[K+].[K+] (K3PO4), CN([C@H]1[C@@H](CCCC1)N)C (trans-N,N-dimethylcyclohexane-1,2-diamine). Reagents/catalysts: [Cu]I (CuI). Solvent: C1(=CC=CC=C1)C (toluene), hexanes, C(C)(=O)OCC (ethyl acetate). Yields the product COCOC1=C(C=C(C=C1)C(C)(CC(C)(C)C)C)N1C2=CC=CC=C2C=2C=CC=CC12 (9-(2-(methoxymethoxy)-5-(2,4,4-trimethylpentan-2-yl)phenyl)-9H-carbazole). Isolated yield 31.1%. RXN SMILES: I[C:2]1[CH:7]=[C:6]([C:8]([CH3:15])([CH2:10][C:11]([CH3:14])([CH3:13])[CH3:12])[CH3:9])[CH:5]=[CH:4][C:3]=1[O:16][CH2:17][O:18][CH3:19].[CH:20]1[C:32]2[NH:31][C:30]3[C:25](=[CH:26][CH:27]=[CH:28][CH:29]=3)[C:24]=2[CH:23]=[CH:22][CH:21]=1.[O-]P([O-])([O-])=O.[K+].[K+].[K+].CN(C)[C@@H]1CCCC[C@H]1N>[Cu]I.C(OCC)(=O)C.C1(C)C=CC=CC=1>[CH3:19][O:18][CH2:17][O:16][C:3]1[CH:4]=[CH:5][C:6]([C:8]([CH3:15])([CH2:10][C:11]([CH3:14])([CH3:13])[CH3:12])[CH3:9])=[CH:7][C:2]=1[N:31]1[C:32]2[CH:20]=[CH:21][CH:22]=[CH:23][C:24]=2[C:25]2[C:30]1=[CH:29][CH:28]=[CH:27][CH:26]=2 |f:2.3.4.5|. Reported procedure: To 30 mL of dry toluene add 2-iodo-1-(methoxymethoxy)-4-(2,4,4-trimethylpentan-2-yl)benzene (1.50 g, 3.986 mmol), carbazole (0.633 g, 3.786 mmol), K3PO4 (1.71 g, 8.034 mmol), CuI (0.158 g, 0.830 mmol) and trans-N,N-dimethylcyclohexane-1,2-diamine (0.158 g, 1.111 mmol). Reflux the reaction mixture for 48 hours, cool, filter, and concentrate to give material. Purify material by flash chromatography using 3% ethyl acetate in hexanes to give 0.49 g (29.6%) of 9-(2-(methoxymethoxy)-5-(2,4,4-trimethyl... Starting materials: C#CC(OCC)(OCC)OCC, CCOC(=O)Cc1cccc(F)c1I, [I-]. The product is CCOC(=O)Cc1cccc(F)c1C#CC(OCC)(OCC)OCC. RXN SMILES: [CH2:16]([CH3:17])[O:18][C:19]([C:20]#[CH:21])([O:22][CH2:23][CH3:24])[O:25][CH2:26][CH3:27].[F:2][c:3]1[c:4]([I:15])[c:5]([CH2:9][C:10](=[O:11])[O:12][CH2:13][CH3:14])[cH:6][cH:7][cH:8]1.[I-:1]>>[F:2][c:3]1[c:4]([C:21]#[C:20][C:19]([O:18][CH2:16][CH3:17])([O:22][CH2:23][CH3:24])[O:25][CH2:26][CH3:27])[c:5]([CH2:9][C:10](=[O:11])[O:12][CH2:13][CH3:14])[cH:6][cH:7][cH:8]1. The reactants are NC1(COC1)CC(=O)OCC (ethyl 2-(3-aminooxetan-3-yl)acetate), [OH-].[NH4+] (ammonium hydroxide). The solvent is C1(=CC=CC=C1)C (toluene). Reaction conditions: time 6 day. The product is NC1(COC1)CC(=O)N (2-(3-Amino-oxetan-3-yl)-acetamide). Isolated yield 88.8%. Reaction SMILES: [NH2:1][C:2]1([CH2:6][C:7]([O:9]CC)=O)[CH2:5][O:4][CH2:3]1.[OH-].[NH4+:13]>C1(C)C=CC=CC=1>[NH2:1][C:2]1([CH2:6][C:7]([NH2:13])=[O:9])[CH2:5][O:4][CH2:3]1 |f:1.2|. Procedure details: To a microwave tube was added ethyl 2-(3-aminooxetan-3-yl)acetate (CAN 1207175-54-9, 400 mg, 2.51 mmol) followed by toluene (8.0 ml) and 25% ammonium hydroxide (7.2 g, 8.0 ml, 51.4 mmol). The tube was sealed and the reaction mixture was stirred vigorously at room temperature for 6 days. The reaction mixture was concentrated in vacuo and azeotroped several times with 20 ml toluene. The crude solid was dried under high-vacuum at 40° C. to dryness to yield the title compound (290 mg, 89%) as a whit...